The task is: describe an organic reaction: reactants, conditions, products, and yield. This data is from the Open Reaction Database (ORD), a public repository of structured organic reaction records. RXN SMILES: [CH3:25][S:26](=[O:27])[CH3:28].[Cl-:23].[H-:6].[I:8][CH2:9][CH:10]1[N:11]=[C:12]([NH:15][C:16]([O:17][C:18]([CH3:19])([CH3:20])[CH3:21])=[O:22])[S:13][CH2:14]1.[NH4+:24].[Na+:7].[nH:1]1[n:2][cH:3][n:4][cH:5]1>>[n:1]1([CH2:9][CH:10]2[N:11]=[C:12]([NH:15][C:16]([O:17][C:18]([CH3:19])([CH3:20])[CH3:21])=[O:22])[S:13][CH2:14]2)[n:2][cH:3][n:4][cH:5]1. Starting materials: CS(C)=O, [Cl-], [H-], CC(C)(C)OC(=O)NC1=NC(CI)CS1, [NH4+], [Na+], c1nc[nH]n1. Product: CC(C)(C)OC(=O)NC1=NC(Cn2cncn2)CS1. Starting materials: [Li]CCCC, C1CCOC1, Cc1ncccc1Oc1ccccc1, CCCCCC, O=C=O, O. The product is COC(=O)Cc1ncccc1Oc1ccccc1. Reaction SMILES: [CH2:15]([Li:16])[CH2:17][CH2:18][CH3:19].[CH2:23]1[O:24][CH2:25][CH2:26][CH2:27]1.[CH3:1][c:2]1[n:3][cH:4][cH:5][cH:6][c:7]1[O:8][c:9]1[cH:10][cH:11][cH:12][cH:13][cH:14]1.[CH3:28][CH2:29][CH2:30][CH2:31][CH2:32][CH3:33].[O:20]=[C:21]=[O:22].[OH2:34]>>[CH2:1]([c:2]1[n:3][cH:4][cH:5][cH:6][c:7]1[O:8][c:9]1[cH:10][cH:11][cH:12][cH:13][cH:14]1)[C:21](=[O:20])[O:22][CH3:15].